Dataset: the Open Reaction Database (ORD), a public repository of structured organic reaction records. Task: describe an organic reaction: reactants, conditions, products, and yield Starting materials: [BH3-]C#N, CC(=O)O, CO, CCCc1nc2c(N)nc3ccccc3c2n1CCCON=C(C)C, [Na+], C1CCOC1. Product: CCCc1nc2c(N)nc3ccccc3c2n1CCCONC(C)C. Reaction SMILES: [C:5]([BH3-:6])#[N:7].[CH3:1][C:2](=[O:3])[OH:4].[CH3:39][OH:40].[NH2:14][c:15]1[n:16][c:17]2[cH:18][cH:19][cH:20][cH:21][c:22]2[c:23]2[c:24]1[n:25][c:26]([CH2:36][CH2:37][CH3:38])[n:27]2[CH2:28][CH2:29][CH2:30][O:31][N:32]=[C:33]([CH3:34])[CH3:35].[Na+:8].[O:9]1[CH2:10][CH2:11][CH2:12][CH2:13]1>>[NH2:14][c:15]1[n:16][c:17]2[cH:18][cH:19][cH:20][cH:21][c:22]2[c:23]2[c:24]1[n:25][c:26]([CH2:36][CH2:37][CH3:38])[n:27]2[CH2:28][CH2:29][CH2:30][O:31][NH:32][CH:33]([CH3:34])[CH3:35]. Starting materials: CS(=O)(=O)O (methanesulfonic acid), [OH-].[Na+] (sodium hydroxide), C(O)([O-])=O.[Na+] (sodium hydrogen carbonate), Cl.NCCCCC1=CC=C(C=C1)OC (1-(4-Aminobutyl)-4-methoxybenzene hydrochloride), S(=O)(=O)(C1=CC=C(C)C=C1)NN=CC(Cl)Cl (2,2-dichloroacetaldehyde tosylhydrazone). Solvent: C(C)(=O)OCC (Ethyl acetate), C1(=CC=CC=C1)C (Toluene), C1(=CC=CC=C1)C (toluene), O (water), CO (methanol), CO (methanol). Conditions: time 20 minute. Product: CS(=O)(=O)O.COC1=CC=C(C=C1)CCCCN1N=NC=C1 (1-[4-(4-methoxyphenyl)butan-1-yl]-1H-1,2,3-triazole methanesulfonate). Yield: 88.6%. RXN SMILES: Cl.[NH2:2][CH2:3][CH2:4][CH2:5][CH2:6][C:7]1[CH:12]=[CH:11][C:10]([O:13][CH3:14])=[CH:9][CH:8]=1.[OH-].[Na+].S([NH:27][N:28]=[CH:29][CH:30](Cl)Cl)(C1C=CC(C)=CC=1)(=O)=O.C(=O)([O-])O.[Na+].[CH3:38][S:39]([OH:42])(=[O:41])=[O:40]>O.CO.C(OCC)(=O)C.C1(C)C=CC=CC=1>[CH3:38][S:39]([OH:42])(=[O:41])=[O:40].[CH3:14][O:13][C:10]1[CH:9]=[CH:8][C:7]([CH2:6][CH2:5][CH2:4][CH2:3][N:2]2[CH:30]=[CH:29][N:28]=[N:27]2)=[CH:12][CH:11]=1 |f:0.1,2.3,5.6,12.13|. Procedure: 1-(4-Aminobutyl)-4-methoxybenzene hydrochloride (2.0 g, 9.27 mmol) was dissolved in water (10 ml). Toluene (20 ml) and 2N-sodium hydroxide (10 ml) were added and the mixture was partitioned. The organic layer was washed with 20% brine (10 ml) twice, dried over anhydrous sodium sulfate and concentrated under reduced pressure. To the residue was added methanol (5 ml) and the mixture was concentrated under reduced pressure. The residue was dissolved in methanol (10 ml). This methanol solution was a... The reactants are BrC=1C=C(C=CC1)C1(N=C(C2=C(C=CC=C12)F)N)C1=NC(=C(C(=C1)C)OC)C (1-(3-Bromophenyl)-4-fluoro-1-(5-methoxy-4,6-dimethylpyridin-2-yl)-1H-isoindol-3-amine), N1=CN=CC(=C1)B(O)O (pyrimidin-5-ylboronic acid), C([O-])([O-])=O.[Cs+].[Cs+] (cesium carbonate), CCOC(=O)C (EtOAc). Reagents/catalysts: C1=CC=C(C=C1)[PH+](C2=CC=CC=C2)[C]3[CH][CH][CH][CH]3.C1=CC=C(C=C1)[PH+](C2=CC=CC=C2)[C]3[CH][CH][CH][CH]3.C(Cl)Cl.Cl[Pd]Cl.[Fe] (dichloro[1,1′-bis (diphenylphosphino)ferrocene]palladium (II) dichloromethane adduct). Run in COCCOC.CCO.O (DME EtOH water), [Cl-].[Na+].O (brine), O (water). Yields the product FC1=C2C(=NC(C2=CC=C1)(C1=CC(=CC=C1)C=1C=NC=NC1)C1=NC(=C(C(=C1)C)OC)C)N (4-Fluoro-1-(5-methoxy-4,6-dimethylpyridin-2-yl)-1-(3-(pyrimidin-5-yl)phenyl)-1H-isoindol-3-amine). Isolated yield 16.5%. As a reaction SMILES: Br[C:2]1[CH:3]=[C:4]([C:8]2([C:19]3[CH:24]=[C:23]([CH3:25])[C:22]([O:26][CH3:27])=[C:21]([CH3:28])[N:20]=3)[C:16]3[C:11](=[C:12]([F:17])[CH:13]=[CH:14][CH:15]=3)[C:10]([NH2:18])=[N:9]2)[CH:5]=[CH:6][CH:7]=1.[N:29]1[CH:34]=[C:33](B(O)O)[CH:32]=[N:31][CH:30]=1.C(=O)([O-])[O-].[Cs+].[Cs+].CCOC(C)=O>COCCOC.CCO.O.[Cl-].[Na+].O.C1C=CC([PH+]([C]2[CH][CH][CH][CH]2)C2C=CC=CC=2)=CC=1.C1C=CC([PH+]([C]2[CH][CH][CH][CH]2)C2C=CC=CC=2)=CC=1.C(Cl)Cl.Cl[Pd]Cl.[Fe].O>[F:17][C:12]1[CH:13]=[CH:14][CH:15]=[C:16]2[C:11]=1[C:10]([NH2:18])=[N:9][C:8]2([C:19]1[CH:24]=[C:23]([CH3:25])[C:22]([O:26][CH3:27])=[C:21]([CH3:28])[N:20]=1)[C:4]1[CH:5]=[CH:6][CH:7]=[C:2]([C:33]2[CH:34]=[N:29][CH:30]=[N:31][CH:32]=2)[CH:3]=1 |f:2.3.4,6.7.8,9.10.11,12.13.14.15.16,^1:67,68,69,70,71,85,86,87,88,89|. Procedure: 1-(3-Bromophenyl)-4-fluoro-1-(5-methoxy-4,6-dimethylpyridin-2-yl)-1H-isoindol-3-amine (272 mg, 0.62 mmol), pyrimidin-5-ylboronic acid (92 mg, 0.74 mmol), cesium carbonate (604 mg, 1.85 mmol) and dichloro[1,1′-bis (diphenylphosphino)ferrocene]palladium (II) dichloromethane adduct (50.4 mg, 0.06 mmol) were dissolved in DME:EtOH:water (6:3:1) (5 mL) and irradiated in a microwave oven for 20 min at 150° C. EtOAc, water and brine were added and the organic phase was collected, dried (Na2SO4) and filt... Reactants: NC(=O)C1C2C=CC(C2)C1Nc1nc(Cl)ncc1Cl, COc1cc2c(cc1N)CCN(CC(=O)N1CCN(C)CC1)CC2. Product: COc1cc2c(cc1Nc1ncc(Cl)c(NC3C4C=CC(C4)C3C(N)=O)n1)CCN(CC(=O)N1CCN(C)CC1)CC2. Reaction SMILES: [Cl:1][c:2]1[n:3][cH:4][c:5]([Cl:19])[c:6]([NH:8][CH:9]2[CH:10]([C:16](=[O:17])[NH2:18])[CH:11]3[CH:12]=[CH:13][CH:14]2[CH2:15]3)[n:7]1.[NH2:20][c:21]1[cH:22][c:23]2[c:24]([cH:40][c:41]1[O:42][CH3:43])[CH2:25][CH2:26][N:27]([CH2:30][C:31](=[O:32])[N:33]1[CH2:34][CH2:35][N:36]([CH3:39])[CH2:37][CH2:38]1)[CH2:28][CH2:29]2>>[c:2]1([NH:20][c:21]2[cH:22][c:23]3[c:24]([cH:40][c:41]2[O:42][CH3:43])[CH2:25][CH2:26][N:27]([CH2:30][C:31](=[O:32])[N:33]2[CH2:34][CH2:35][N:36]([CH3:39])[CH2:37][CH2:38]2)[CH2:28][CH2:29]3)[n:3][cH:4][c:5]([Cl:19])[c:6]([NH:8][CH:9]2[CH:10]([C:16](=[O:17])[NH2:18])[CH:11]3[CH:12]=[CH:13][CH:14]2[CH2:15]3)[n:7]1. Starting materials: ClC=1C=C(C(C(=O)O)=CC1Cl)C(=O)O (4,5-dichlorophthalic acid). Solvent: C(C)(=O)OC(C)=O (acetic anhydride). Yields the product ClC=1C=C2C(C(=O)OC2=O)=CC1Cl (4,5-Dichlorophthalic Acid, Anhydride). Yield: 87.4%. As a reaction SMILES: [Cl:1][C:2]1[CH:3]=[C:4]([C:12]([OH:14])=[O:13])[C:5](=[CH:9][C:10]=1[Cl:11])[C:6]([OH:8])=O>C(OC(=O)C)(=O)C>[Cl:11][C:10]1[CH:9]=[C:5]2[C:6](=[O:8])[O:14][C:12](=[O:13])[C:4]2=[CH:3][C:2]=1[Cl:1]. Procedure details: A suspension of 4,5-dichlorophthalic acid [(XVII), X=4-Cl, Y=5-Cl, 50.0 g, 0.213 mol] and acetic anhydride (70 mL) was heated to reflux until dissolution occurred. A distilling head was then attached and 30 mL of distillate was removed. The solution was cooled to room temperature whereupon a precipitate appeared. This solid was filtered, washed with anhydrous ether and dried in vacuo to provide the product (40.4 g, 87%) as a tan solid, m.p. 189°-192° C. Reactants: IC=1C=C2C=NN(C2=CC1)CCN1CCCC1 (5-iodo-1-(2-pyrrolidin-1-yl-ethyl)-1H-indazole), ClC1=CC=C(C=C1)C=1C=CC(=NC1)C#C (5-(4-chloro-phenyl)-2-ethynyl-pyridine). Product: I.ClC1=CC=C(C=C1)C=1C=CC(=NC1)C#CC=1C=C2C=NN(C2=CC1)CCN1CCCC1 (5-[5-(4-chloro-phenyl)-pyridin-2-ylethynyl]-1-(2-pyrrolidin-1-yl-ethyl)-1H-indazole hydriodide). RXN SMILES: [I:1][C:2]1[CH:3]=[C:4]2[C:8](=[CH:9][CH:10]=1)[N:7]([CH2:11][CH2:12][N:13]1[CH2:17][CH2:16][CH2:15][CH2:14]1)[N:6]=[CH:5]2.[Cl:18][C:19]1[CH:24]=[CH:23][C:22]([C:25]2[CH:26]=[CH:27][C:28]([C:31]#[CH:32])=[N:29][CH:30]=2)=[CH:21][CH:20]=1>>[IH:1].[Cl:18][C:19]1[CH:20]=[CH:21][C:22]([C:25]2[CH:26]=[CH:27][C:28]([C:31]#[C:32][C:2]3[CH:3]=[C:4]4[C:8](=[CH:9][CH:10]=3)[N:7]([CH2:11][CH2:12][N:13]3[CH2:17][CH2:16][CH2:15][CH2:14]3)[N:6]=[CH:5]4)=[N:29][CH:30]=2)=[CH:23][CH:24]=1 |f:2.3|. Procedure details: Prepared according to general working method I from 5-iodo-1-(2-pyrrolidin-1-yl-ethyl)-1H-indazole (230 mg, 0.67 mmol) and 5-(4-chloro-phenyl)-2-ethynyl-pyridine (144 mg, 0.67 mmol). Starting materials: C(C)(=O)NC1(CN(CC1)C1=C(C(=C2C(C(=CN(C2=C1F)C1CC1)C(=O)OCC)=O)NC(=O)OCC)F)C (ethyl 7-(3-acetylamino-3-methyl1-pyrroldinyl)-1-cyclopropyl-5-ethoxycarbonylamino-6,8-difluoro-1,4-dihydro-4-oxoquinoline-3-carboxylate), [OH-].[Na+] (sodium hydroxide), Cl (hydrochloric acid). Solvent: C(C)O (ethanol). The product is Cl.NC1=C2C(C(=CN(C2=C(C(=C1F)N1CC(CC1)(C)N)F)C1CC1)C(=O)O)=O (5-amino-7-(3-amino-3-methyl-1-pyrroldinyl)-1-cyclopropyl6,8-difluoro-1,4-dihydro-4-oxoquinoline-3-carboxylic acid hydrochloride). RXN SMILES: C([NH:4][C:5]1([CH3:37])[CH2:9][CH2:8][N:7]([C:10]2[C:19]([F:20])=[C:18]3[C:13]([C:14](=[O:29])[C:15]([C:24]([O:26]CC)=[O:25])=[CH:16][N:17]3[CH:21]3[CH2:23][CH2:22]3)=[C:12]([NH:30]C(OCC)=O)[C:11]=2[F:36])[CH2:6]1)(=O)C.[OH-].[Na+].[ClH:40]>C(O)C>[ClH:40].[NH2:30][C:12]1[C:11]([F:36])=[C:10]([N:7]2[CH2:8][CH2:9][C:5]([NH2:4])([CH3:37])[CH2:6]2)[C:19]([F:20])=[C:18]2[C:13]=1[C:14](=[O:29])[C:15]([C:24]([OH:26])=[O:25])=[CH:16][N:17]2[CH:21]1[CH2:23][CH2:22]1 |f:1.2,5.6|. Procedure details: A mixture of ethyl 7-(3-acetylamino-3-methyl1-pyrroldinyl)-1-cyclopropyl-5-ethoxycarbonylamino-6,8-difluoro-1,4-dihydro-4-oxoquinoline-3-carboxylate, 20% aqueous sodium hydroxide, and ethanol was refluxed for 12 hours. The reaction mixture was treated with activated carbon and adjusted at pH 1-2 with 10% hydrochloric acid. After cooling, the resulting crystals were collected by filtration and recrystallized from water-ethanol to give 5-amino-7-(3-amino-3-methyl-1-pyrroldinyl)-1-cyclopropyl6,8-di...